Dataset: the Open Reaction Database (ORD), a public repository of structured organic reaction records. Task: describe an organic reaction: reactants, conditions, products, and yield Conditions: temperature 80 celsius. The reactants are C1(CC1)COC1=C(C2=C(OCO2)C=C1)C1=C2C(=NC=C1)C(=C(N2)C)C(=O)NC2CCN(CC2)C(=O)OC(C)(C)C (tert-Butyl 4-[({7-[5-(cyclopropylmethoxy)-1,3-benzodioxol-4-yl]-2-methyl-1H-pyrrolo[3,2-b]pyridin-3-yl}carbonyl)amino]piperidine-1-carboxylate), Cl (HCl), COC(C)(C)C (tert.-butyl methyl ether). Run in O1CCOCC1 (dioxane), CC(C)O (2-propanol). As a reaction SMILES: [CH:1]1([CH2:4][O:5][C:6]2[CH:14]=[CH:13][C:9]3[O:10][CH2:11][O:12][C:8]=3[C:7]=2[C:15]2[CH:20]=[CH:19][N:18]=[C:17]3[C:21]([C:25]([NH:27][CH:28]4[CH2:33][CH2:32][N:31](C(OC(C)(C)C)=O)[CH2:30][CH2:29]4)=[O:26])=[C:22]([CH3:24])[NH:23][C:16]=23)[CH2:3][CH2:2]1.[ClH:41].COC(C)(C)C>CC(O)C.O1CCOCC1>[ClH:41].[CH:1]1([CH2:4][O:5][C:6]2[CH:14]=[CH:13][C:9]3[O:10][CH2:11][O:12][C:8]=3[C:7]=2[C:15]2[CH:20]=[CH:19][N:18]=[C:17]3[C:21]([C:25]([NH:27][CH:28]4[CH2:29][CH2:30][NH:31][CH2:32][CH2:33]4)=[O:26])=[C:22]([CH3:24])[NH:23][C:16]=23)[CH2:3][CH2:2]1 |f:5.6|. Procedure details: tert-Butyl 4-[({7-[5-(cyclopropylmethoxy)-1,3-benzodioxol-4-yl]-2-methyl-1H-pyrrolo[3,2-b]pyridin-3-yl}carbonyl)amino]piperidine-1-carboxylate from example D.e1 (2.72 g; 4.95 mmol) is dissolved in dry 2-propanol (50 mL). After addition of 4M HCl in dioxane (5.0 mL) the stirred reaction mixture is heated to 80° C. for two hours. At ambient temperature tert.-butyl methyl ether (100 mL) is added. The precipitated product is isolated by suction filtration, washed with several portions of tert.-butyl... The product is Cl.C1(CC1)COC1=C(C2=C(OCO2)C=C1)C1=C2C(=NC=C1)C(=C(N2)C)C(=O)NC2CCNCC2 (7-[5-(Cyclopropylmethoxy)-1,3-benzodioxol-4-yl]-2-methyl-N-piperidin-4-yl-1H-pyrrolo[3,2-b]pyridine-3-carboxamide hydrochloride). Starting materials: NCCSC1=CC=CC=2N1C=CN2 (5-[2-(amino)ethylthio]imidazo[1,2-a]pyridine), C1(C=2C(C(=O)O1)=CC=CC2)=O (phthalic anhydride). The solvent is C(Cl)(Cl)Cl (chloroform). Run at time 14 hour. Product: C(=O)(O)C1=C(C(=O)NCCSC2=CC=CC=3N2C=CN3)C=CC=C1 (5-[2-[2-(carboxy)benzoylamino]ethylthio]imidazo[1,2-a]pyridine). Yield: 84.8%. Reaction SMILES: [NH2:1][CH2:2][CH2:3][S:4][C:5]1[N:10]2[CH:11]=[CH:12][N:13]=[C:9]2[CH:8]=[CH:7][CH:6]=1.[C:14]1(=[O:24])[O:19][C:17](=[O:18])[C:16]2=[CH:20][CH:21]=[CH:22][CH:23]=[C:15]12>C(Cl)(Cl)Cl>[C:17]([C:16]1[CH:20]=[CH:21][CH:22]=[CH:23][C:15]=1[C:14]([NH:1][CH2:2][CH2:3][S:4][C:5]1[N:10]2[CH:11]=[CH:12][N:13]=[C:9]2[CH:8]=[CH:7][CH:6]=1)=[O:24])([OH:19])=[O:18]. Procedure: To a solution of 5-[2-(amino)ethylthio]imidazo[1,2-a]pyridine (1.12 g, 5.8 mmoles) in chloroform (58 ml) was added phthalic anhydride (1.12 g, 7.56 mmoles) and the mixture was stirred at room temperature for 14 hours and then heated at reflux for 5 hours. The reaction mixture was cooled by standing. The crystals precipitated were filtered off, washed with chloroform and dried to obtain 1.68 g of the desired product (84.8%, colorless crystals). Reactants: [H-].[K+] (potassium hydride), C(C)(C)(C)C1=CC=2CC3=CC(=CC=C3C2C=C1)C(C)(C)C (2,7-di-tert-butylfluorene), C(C=C)OC1=C(C=C(C=C1C(C)(C)C)C)[Si](C)(C)Cl ((2-allyloxy-3-tert-butyl-5-methylphenyl)chlorodimethylsilane), [H-].[K+] (potassium hydride), aqueous solution, C(O)([O-])=O.[Na+] (sodium hydrogen carbonate), aqueous solution, C([O-])([O-])=O.[Na+].[Na+] (sodium carbonate). Solvent: C1(=CC=CC=C1)C (toluene), O1CCCC1 (THF), O1CCCC1 (THF), CCCCCC (hexane), O1CCCC1 (tetrahydrofuran). Conditions: time 2.5 hour. The product is C(C=C)OC1=C(C=C(C=C1C(C)(C)C)C)[Si](C)(C)C1C2=CC(=CC=C2C=2C=CC(=CC12)C(C)(C)C)C(C)(C)C ((2-allyloxy-3-tert-butyl-5-methylphenyl)(2,7-di-tert-butylfluoren-9-yl)dimethylsilane). Reaction SMILES: [H-].[K+].[C:3]([C:7]1[CH:19]=[CH:18][C:17]2[C:16]3[C:11](=[CH:12][C:13]([C:20]([CH3:23])([CH3:22])[CH3:21])=[CH:14][CH:15]=3)[CH2:10][C:9]=2[CH:8]=1)([CH3:6])([CH3:5])[CH3:4].[CH2:24]([O:27][C:28]1[C:33]([C:34]([CH3:37])([CH3:36])[CH3:35])=[CH:32][C:31]([CH3:38])=[CH:30][C:29]=1[Si:39](Cl)([CH3:41])[CH3:40])[CH:25]=[CH2:26].C(=O)([O-])O.[Na+].C(=O)([O-])[O-].[Na+].[Na+]>CCCCCC.O1CCCC1.C1(C)C=CC=CC=1>[CH2:24]([O:27][C:28]1[C:33]([C:34]([CH3:35])([CH3:36])[CH3:37])=[CH:32][C:31]([CH3:38])=[CH:30][C:29]=1[Si:39]([CH:10]1[C:9]2[CH:8]=[C:7]([C:3]([CH3:6])([CH3:5])[CH3:4])[CH:19]=[CH:18][C:17]=2[C:16]2[C:11]1=[CH:12][C:13]([C:20]([CH3:23])([CH3:22])[CH3:21])=[CH:14][CH:15]=2)([CH3:40])[CH3:41])[CH:25]=[CH2:26] |f:0.1,4.5,6.7.8|. Procedure details: There was washed 3.00 g (22.45 mmol) of potassium hydride having a purity of 30% by weight with each 6 mL of hexane three times in an atmosphere of nitrogen, and 32 mL of tetrahydrofuran (referred to as “THF” hereinafter) was added thereto. To the obtained THF slurry of potassium hydride, 5.00 g (17.96 mml) of 2,7-di-tert-butylfluorene was added dropwise at 0° C. using 32 mL of a THF solution thereof. The obtained mixture was stirred for 2.5 hours at a room temperature, and then 5.33 g (17.96 mm... Starting materials: COC(=O)CCc1ccc(B(O)O)cc1, CCOC(C)=O, CC(c1ccc(OS(=O)(=O)C(F)(F)F)cc1Cl)C(O)(c1ccnc(Cl)c1)C(F)(F)F, [K+], [K+], [K+], [Na+], O=C([O-])O, C1COCCO1, O, O=P([O-])([O-])[O-], O=S(Cl)Cl. The product is COC(=O)CCc1ccc(-c2ccc(C(C)C(O)(c3ccnc(Cl)c3)C(F)(F)F)c(Cl)c2)cc1. Reaction SMILES: [CH3:31][O:32][C:33](=[O:34])[CH2:35][CH2:36][c:37]1[cH:38][cH:39][c:40]([B:43]([OH:44])[OH:45])[cH:41][cH:42]1.[CH3:69][CH2:70][O:71][C:72](=[O:73])[CH3:74].[Cl:1][c:2]1[cH:3][c:4]([O:23][S:24]([C:25]([F:26])([F:27])[F:28])(=[O:29])=[O:30])[cH:5][cH:6][c:7]1[CH:8]([C:9]([C:10]([F:11])([F:12])[F:13])([OH:14])[c:15]1[cH:16][c:17]([Cl:21])[n:18][cH:19][cH:20]1)[CH3:22].[K+:51].[K+:52].[K+:53].[Na+:62].[O-:58][C:59]([OH:60])=[O:61].[O:63]1[CH2:64][CH2:65][O:66][CH2:67][CH2:68]1.[OH2:75].[P:46]([O-:47])([O-:48])([O-:49])=[O:50].[S:54]([Cl:55])([Cl:56])=[O:57]>>[Cl:1][c:2]1[cH:3][c:4](-[c:40]2[cH:39][cH:38][c:37]([CH2:36][CH2:35][C:33]([O:32][CH3:31])=[O:34])[cH:42][cH:41]2)[cH:5][cH:6][c:7]1[CH:8]([C:9]([C:10]([F:11])([F:12])[F:13])([OH:14])[c:15]1[cH:16][c:17]([Cl:21])[n:18][cH:19][cH:20]1)[CH3:22]. The reactants are C1CNCCN1, CN1CCCC1=O, Nc1nc(Nc2ccccc2)nn1-c1cc(Cl)ncn1, O. The product is Nc1nc(Nc2ccccc2)nn1-c1cc(N2CCNCC2)ncn1. RXN SMILES: [CH2:21]1[CH2:22][NH:23][CH2:24][CH2:25][NH:26]1.[CH3:28][N:29]1[CH2:30][CH2:31][CH2:32][C:33]1=[O:34].[Cl:1][c:2]1[cH:3][c:4](-[n:8]2[n:9][c:10]([NH:14][c:15]3[cH:16][cH:17][cH:18][cH:19][cH:20]3)[n:11][c:12]2[NH2:13])[n:5][cH:6][n:7]1.[OH2:27]>>[c:2]1([N:23]2[CH2:22][CH2:21][NH:26][CH2:25][CH2:24]2)[cH:3][c:4](-[n:8]2[n:9][c:10]([NH:14][c:15]3[cH:16][cH:17][cH:18][cH:19][cH:20]3)[n:11][c:12]2[NH2:13])[n:5][cH:6][n:7]1. The reactants are Cl (HCl), C(C1=CC=CC=C1)(C1=CC=CC=C1)=NC=1C=C(OC2=CC(=NC=N2)NC(=O)C2CC2)C=C(C1)C (N-[6-[3-(benzhydrylideneamino)-5-methyl-phenoxy]pyrimidin-4-yl]cyclopropanecarboxamide). The solvent is C1CCOC1 (THF). Product: NC=1C=C(OC2=CC(=NC=N2)NC(=O)C2CC2)C=C(C1)C (N-[6-(3-amino-5-methyl-phenoxy)pyrimidin-4-yl]cyclopropanecarboxamide). Isolated yield 80.9%. Reaction SMILES: Cl.C(=[N:15][C:16]1[CH:17]=[C:18]([CH:32]=[C:33]([CH3:35])[CH:34]=1)[O:19][C:20]1[N:25]=[CH:24][N:23]=[C:22]([NH:26][C:27]([CH:29]2[CH2:31][CH2:30]2)=[O:28])[CH:21]=1)(C1C=CC=CC=1)C1C=CC=CC=1>C1COCC1>[NH2:15][C:16]1[CH:17]=[C:18]([CH:32]=[C:33]([CH3:35])[CH:34]=1)[O:19][C:20]1[N:25]=[CH:24][N:23]=[C:22]([NH:26][C:27]([CH:29]2[CH2:31][CH2:30]2)=[O:28])[CH:21]=1. Procedure details: Add 1M HCl aqueous solution (10 mL) to a solution of the imine obtained in Step 3 (450 mg, 1.0 mmol) in THF (10 mL), stir the reaction at room temperature for 1 hr. Basicify with saturated NaHCO3 solution, extract with EtOAc (30 mL×2). Combine the organic layers, dry over anhydrous Na2SO4. Concentration and purification by chromatography (silica gel, EtOAc:PE=1:1) afford the title compound (230 mg, 80.8%). MS: (M+1): 285.2. The reactants are CC12C(CC(CC1)C2(C)C)=NO ((±)-1,7,7-trimethyl-bicyclo(2.2.1)heptane-2-one-oxime), [Na] (sodium), C(C=C)Br (allyl bromide). The solvent is CO (methanol). Conditions: time 1 hour. The product is C(C=C)ON=C1C2(CCC(C1)C2(C)C)C ((±)-2-(allyloxyimino)-1,7,7-trimethyl-bicyclo(2.2.1)heptane). As a reaction SMILES: [Na].[CH3:2][C:3]12[C:9]([CH3:11])([CH3:10])[CH:6]([CH2:7][CH2:8]1)[CH2:5][C:4]2=[N:12][OH:13].[CH2:14](Br)[CH:15]=[CH2:16]>CO>[CH2:16]([O:13][N:12]=[C:4]1[CH2:5][CH:6]2[C:9]([CH3:10])([CH3:11])[C:3]1([CH3:2])[CH2:8][CH2:7]2)[CH:15]=[CH2:14] |^1:0|. Procedure details: 4.6 g (0.2 moles) of metallic sodium are dissolved in 200 ml of methanol, and 33.4 g (0.2 moles) of (±)-1,7,7-trimethyl-bicyclo(2.2.1)heptane-2-one-oxime are added to the solution. After one hour of boiling 24.0 g (0.2 moles) of allyl bromide are introduced, and the mixture is boiled for 3 hours. The suspension is cooled, the separated sodium bromide is filtered off, the filtrate is concentrated, and the concentrate is subjected to fractional distillation in vacuo. Reactants: ClC(C(=O)N)CC1=CC=C(C=C1)OCC(C1=CC=CC=C1)(C)C (2-chloro-3-[4-(2,2-dimethyl-2-phenylethyloxy)phenyl]propionamide), C(C)(=O)OC(C)=O (acetic anhydride). The reagents and catalysts are S(O)(O)(=O)=O (sulfuric acid). The solvent is C1(=CC=CC=C1)C (toluene). Yields the product C(C)(=O)NC(C(CC1=CC=C(C=C1)OCC(C1=CC=CC=C1)(C)C)Cl)=O (N-acetyl-2-chloro-3-[4-(2,2-dimethyl-2-phenylethyloxy)phenyl]propionamide). Isolated yield 88.8%. RXN SMILES: [Cl:1][CH:2]([CH2:6][C:7]1[CH:12]=[CH:11][C:10]([O:13][CH2:14][C:15]([CH3:23])([CH3:22])[C:16]2[CH:21]=[CH:20][CH:19]=[CH:18][CH:17]=2)=[CH:9][CH:8]=1)[C:3]([NH2:5])=[O:4].[C:24](OC(=O)C)(=[O:26])[CH3:25]>C1(C)C=CC=CC=1.S(=O)(=O)(O)O>[C:24]([NH:5][C:3](=[O:4])[CH:2]([Cl:1])[CH2:6][C:7]1[CH:12]=[CH:11][C:10]([O:13][CH2:14][C:15]([CH3:23])([CH3:22])[C:16]2[CH:21]=[CH:20][CH:19]=[CH:18][CH:17]=2)=[CH:9][CH:8]=1)(=[O:26])[CH3:25]. Procedure details: In 3 ml of toluene is dissolved 2.8 g of 2-chloro-3-[4-(2,2-dimethyl-2-phenylethyloxy)phenyl]propionamide, and to the solution are added 1.0 g of acetic anhydride and one drop of concentrated sulfuric acid. The mixed solution is stirred under heating at 100° to 110° C for 1.5 hour. After cooling, the solvent is distilled off and water is added to the residue. The resulting crystals are recrystallized from ethanol to give 2.8 g of N-acetyl-2-chloro-3-[4-(2,2-dimethyl-2-phenylethyloxy)phenyl]propi... Starting materials: CC=CC=CC(CC)O (2,4-octadien-6-ol), [O-2].[Al+3].[O-2].[O-2].[Al+3] (aluminum oxide). The product is CC=CC=CC=CC (1,6-dimethyl-1,3,5-hexatriene), C(C)C=CC=CC=C (1-ethyl-1,3,5-hexatriene). As a reaction SMILES: [CH3:1][CH:2]=[CH:3][CH:4]=[CH:5][CH:6](O)[CH2:7][CH3:8].[O-2].[Al+3].[O-2].[O-2].[Al+3]>>[CH3:1][CH:2]=[CH:3][CH:4]=[CH:5][CH:6]=[CH:7][CH3:8].[CH2:2]([CH:3]=[CH:4][CH:5]=[CH:6][CH:7]=[CH2:8])[CH3:1] |f:1.2.3.4.5|. Reported procedure: F. Woods and A. Viola, J. Amer. Chem. Soc. 78 (1956), 4380-4383, report that 2,4-octadien-6-ol is dehydrated at from 300° to 310° C. over aluminum oxide to give 1,6-dimethyl-1,3,5-hexatriene or 1-ethyl-1,3,5-hexatriene. If the reaction is carried out at from 450° to 500° C. instead of at from 300° to 310° C., substituted cyclohexadienes are obtained which are converted into mixtures of o-xylene and ethylbenzene only after dehydration over palladium/active charcoal.